This data is from the Open Reaction Database (ORD), a public repository of structured organic reaction records. The task is: describe an organic reaction: reactants, conditions, products, and yield The reactants are Br, CC(=O)O, O=C1OCCC1c1ccccc1. Yields the product O=C(O)C(CCBr)c1ccccc1. As a reaction SMILES: [BrH:13].[CH3:14][C:15](=[O:16])[OH:17].[c:1]1([CH:7]2[C:8](=[O:9])[O:10][CH2:11][CH2:12]2)[cH:2][cH:3][cH:4][cH:5][cH:6]1>>[c:1]1([CH:7]([C:8](=[O:9])[OH:10])[CH2:12][CH2:11][Br:13])[cH:2][cH:3][cH:4][cH:5][cH:6]1. Starting materials: BrCCOCCBr, O=C([O-])[O-], CC#N, ClCCl, [K+], [K+], CCN1C(=O)C(N)CCc2c1ccc([N+](=O)[O-])c2OC. Yields the product CCN1C(=O)C(N2CCOCC2)CCc2c1ccc([N+](=O)[O-])c2OC. As a reaction SMILES: [Br:21][CH2:22][CH2:23][O:24][CH2:25][CH2:26][Br:27].[C:28](=[O:29])([O-:30])[O-:31].[CH3:34][C:35]#[N:36].[Cl:37][CH2:38][Cl:39].[K+:32].[K+:33].[NH2:1][CH:2]1[CH2:3][CH2:4][c:5]2[c:6]([cH:12][cH:13][c:14]([N+:18](=[O:19])[O-:20])[c:15]2[O:16][CH3:17])[N:7]([CH2:10][CH3:11])[C:8]1=[O:9]>>[N:1]1([CH:2]2[CH2:3][CH2:4][c:5]3[c:6]([cH:12][cH:13][c:14]([N+:18](=[O:19])[O-:20])[c:15]3[O:16][CH3:17])[N:7]([CH2:10][CH3:11])[C:8]2=[O:9])[CH2:22][CH2:23][O:24][CH2:25][CH2:26]1. Starting materials: Cc1ccccc1, [Na+], CN(C)C=O, O, O, O, O=S(=O)([O-])c1ccc(O)cc1, O=S(Cl)Cl. Product: O=S(=O)(Cl)c1ccc(O)cc1. Reaction SMILES: [CH3:25][c:26]1[cH:27][cH:28][cH:29][cH:30][cH:31]1.[Na+:14].[O:20]=[CH:21][N:22]([CH3:23])[CH3:24].[OH2:15].[OH2:1].[OH2:2].[OH:3][c:4]1[cH:5][cH:6][c:7]([S:10](=[O:11])(=[O:12])[O-:13])[cH:8][cH:9]1.[S:16]([Cl:17])([Cl:18])=[O:19]>>[OH:3][c:4]1[cH:5][cH:6][c:7]([S:10](=[O:11])(=[O:13])[Cl:18])[cH:8][cH:9]1. Procedure details: Using a methylation procedure described in Synthesis 144 (1978), to a stirred solution of 2.08 g (0.010 mole) of 4-hydroxy-6-nitro-1,2-benzopyrone, derived from the nitration of commercial 4-hydroxy-1,2-benzopyrone described in the Example 7, in 10 ml of anhydrous hexamethylphosphoramide (HMPA, Aldrich Chemical Co.), sodium hydride (0.24 g, 0.010 mole) is added at room temperature. After evolution of hydrogen gas is complete, dimethyl sulfate (1.51 g, 0.012 mole) in 5 ml of HMPA is added and the... The product is C1=CC2=C(C=CC(=O)O2)C=C1N (6-ABP). Reaction SMILES: O[C:2]1[C:11]2[C:6](=[CH:7][CH:8]=[CH:9][CH:10]=2)[O:5][C:4](=[O:12])[CH:3]=1.[H-].[Na+].[H][H].S(OC)(OC)(=O)=O.[BH4-].[K+].C[N:27](C)P(N(C)C)(N(C)C)=O>[Pd].O.C(OCC)(=O)C>[CH:8]1[C:9]([NH2:27])=[CH:10][C:11]2[CH:2]=[CH:3][C:4]([O:5][C:6]=2[CH:7]=1)=[O:12] |f:1.2,5.6|. The solvent is O (water), C(C)(=O)OCC (ethyl acetate). Starting materials: 4-hydroxy-6-nitro-1,2-benzopyrone, [H][H] (hydrogen), [BH4-].[K+] (potassium borohydride), S(=O)(=O)(OC)OC (dimethyl sulfate), CN(P(=O)(N(C)C)N(C)C)C (HMPA), CN(P(=O)(N(C)C)N(C)C)C (hexamethylphosphoramide), OC1=CC(OC2=CC=CC=C12)=O (4-hydroxycoumarin), [H-].[Na+] (sodium hydride). The reagents and catalysts are [Pd] (palladium). Reaction conditions: time 1 hour. Starting materials: C(=O)(OC(C)(C)C)N(C1CCC(CC1)NCC=1C=C(C=CC1OC)B(O)O)C (3-{[4-(BOC-methyl-amino)-cyclohexylamino]-methyl}-4-methoxy-benzene boronic acid), BrC1=CC=C(C#N)C=C1 (4-bromobenzonitrile). The product is C(#N)C1=CC=C(C=C1)C1=CC(=C(C=C1)OC)CNC1CCC(CC1)N(C(OC(C)(C)C)=O)C (tert-Butyl {4-[(4′-cyano-4-methoxy-biphenyl-3-ylmethyl)-amino]-cyclohexyl}-methyl-carbamate). RXN SMILES: [C:1]([N:8]([CH3:28])[CH:9]1[CH2:14][CH2:13][CH:12]([NH:15][CH2:16][C:17]2[CH:18]=[C:19](B(O)O)[CH:20]=[CH:21][C:22]=2[O:23][CH3:24])[CH2:11][CH2:10]1)([O:3][C:4]([CH3:7])([CH3:6])[CH3:5])=[O:2].Br[C:30]1[CH:37]=[CH:36][C:33]([C:34]#[N:35])=[CH:32][CH:31]=1>>[C:34]([C:33]1[CH:36]=[CH:37][C:30]([C:19]2[CH:20]=[CH:21][C:22]([O:23][CH3:24])=[C:17]([CH2:16][NH:15][CH:12]3[CH2:13][CH2:14][CH:9]([N:8]([CH3:28])[C:1](=[O:2])[O:3][C:4]([CH3:7])([CH3:6])[CH3:5])[CH2:10][CH2:11]3)[CH:18]=2)=[CH:31][CH:32]=1)#[N:35]. Reported procedure: Boronic acid 4 (300 mg, 0.76 mmol) is coupled to 4-bromobenzonitrile (167 mg, 0.92 mmol) using Method B to give the title compound. The solvent is O (water). Yields the product COC(=O)N1CC(CC1)N1C=C(C(C2=CC=CN=C12)=O)C(=O)OCC ((±)-ethyl 1-(1-methoxycarbonylpyrrolidin-3-yl)-1,4-dihydro[1,8]naphthyridin-4-one-3-carboxylate). Procedure: 45 mg of sodium hydride (abt. 60% oil suspension 1.13 mmol) was added to 5 ml of a tetrahydrofuran solution of 411 mg of the compound obtained in Example 1 (1.08 mmol) under an argon atmosphere at 0° C. and the solution was stirred at the same temperature for 5 minutes. It was further stirred at room temperature for 30 minutes, then water (15 ml) was added and extraction was performed with ethyl acetate (30 ml). Next, the organic layer was washed with saturated saline (10 ml), then dried over an... RXN SMILES: [H-].[Na+].O1CCCC1.[CH3:8][O:9][C:10]([N:12]1[CH2:16][CH2:15][CH:14]([NH:17][CH:18]=[C:19]([C:25](=[O:33])[C:26]2[CH:31]=[CH:30][CH:29]=[N:28][C:27]=2Cl)[C:20]([O:22][CH2:23][CH3:24])=[O:21])[CH2:13]1)=[O:11]>O>[CH3:8][O:9][C:10]([N:12]1[CH2:16][CH2:15][CH:14]([N:17]2[C:27]3[C:26](=[CH:31][CH:30]=[CH:29][N:28]=3)[C:25](=[O:33])[C:19]([C:20]([O:22][CH2:23][CH3:24])=[O:21])=[CH:18]2)[CH2:13]1)=[O:11] |f:0.1|. The yield is 84.2%. Starting materials: [H-].[Na+] (sodium hydride), suspension, O1CCCC1 (tetrahydrofuran), COC(=O)N1CC(CC1)NC=C(C(=O)OCC)C(C1=C(N=CC=C1)Cl)=O ((±)-ethyl 3-(1-methoxycarbonylpyrrolidin-3-ylamino)-2-(2-chloronicotinoyl)acrylate). Reaction conditions: time 5 minute. Starting materials: Cl (Hydrochloric acid), C1(=CC=CC=C1)N1N=NN=C1CCCCC(=O)OC (methyl 5-(1-phenyl-1,2,3,4-tetrazol-5-yl)valerate). The solvent is O (water). Yields the product C1(=CC=CC=C1)N1N=NN=C1CCCCC(=O)O (5-(1-phenyl-1,2,3,4-tetrazol-5-yl)valeric acid). The yield is 93.2%. Reaction SMILES: Cl.[C:2]1([N:8]2[C:12]([CH2:13][CH2:14][CH2:15][CH2:16][C:17]([O:19]C)=[O:18])=[N:11][N:10]=[N:9]2)[CH:7]=[CH:6][CH:5]=[CH:4][CH:3]=1>O>[C:2]1([N:8]2[C:12]([CH2:13][CH2:14][CH2:15][CH2:16][C:17]([OH:19])=[O:18])=[N:11][N:10]=[N:9]2)[CH:3]=[CH:4][CH:5]=[CH:6][CH:7]=1. Procedure details: 20% aqueous Hydrochloric acid (100 ml) is added to methyl 5-(1-phenyl-1,2,3,4-tetrazol-5-yl)valerate (9.3 g) and the mixture is refluxed for 4 hours. After cooling, water is added and the mixture is extracted with chloroform. The chloroform solution is extracted with aqueous saturated sodium bicarbonate solution. The aqueous layer is acidified with concentrated hydrochloric acid and again extracted with chloroform. The latter chloroform extract is washed with aqueous saturated sodium chloride so...